describe an organic reaction: reactants, conditions, products, and yield From a dataset of the Open Reaction Database (ORD), a public repository of structured organic reaction records. Reactants: C1CCOC1, O, CC1(c2ccc(C(=O)O)cc2)COc2cc(O)ccc2C1CCCCCCCCCSCCCC(F)(F)C(F)(F)F. Product: CC1(c2ccc(C(=O)O)cc2)COc2cc(O)ccc2C1CCCCCCCCCS(=O)CCCC(F)(F)C(F)(F)F. As a reaction SMILES: [O:43]1[CH2:44][CH2:45][CH2:46][CH2:47]1.[OH2:42].[OH:1][c:2]1[cH:3][cH:4][c:5]2[c:10]([cH:11]1)[O:9][CH2:8][C:7]([CH3:12])([c:13]1[cH:14][cH:15][c:16]([C:17](=[O:18])[OH:19])[cH:20][cH:21]1)[CH:6]2[CH2:22][CH2:23][CH2:24][CH2:25][CH2:26][CH2:27][CH2:28][CH2:29][CH2:30][S:31][CH2:32][CH2:33][CH2:34][C:35]([C:36]([F:37])([F:38])[F:39])([F:40])[F:41]>>[OH:1][c:2]1[cH:3][cH:4][c:5]2[c:10]([cH:11]1)[O:9][CH2:8][C:7]([CH3:12])([c:13]1[cH:14][cH:15][c:16]([C:17](=[O:18])[OH:19])[cH:20][cH:21]1)[CH:6]2[CH2:22][CH2:23][CH2:24][CH2:25][CH2:26][CH2:27][CH2:28][CH2:29][CH2:30][S:31]([CH2:32][CH2:33][CH2:34][C:35]([C:36]([F:37])([F:38])[F:39])([F:40])[F:41])=[O:42]. Reactants: [OH-].[Na+] (sodium hydroxide), FC1=C(C=C(C(=C1)C=1C(=NC(=CC1C)C)OC)F)C1=C(C=NN1C1CCOCC1)C(=O)OCC (ethyl 5-[2,5-difluoro-4-(2-methoxy-4,6-dimethylpyridin-3-yl)phenyl]-1-(tetrahydro-2H-pyran-4-yl)-1H-pyrazole-4-carboxylate). Run in C(C)O (ethanol). Run at temperature 55 celsius, time 2 hour. The product is FC1=C(C=C(C(=C1)C=1C(=NC(=CC1C)C)OC)F)C1=C(C=NN1C1CCOCC1)C(=O)O (5-[2,5-difluoro-4-(2-methoxy-4,6-dimethyl-pyridin-3-yl)phenyl]-1-(tetrahydro-2H-pyran-4-yl)-1H-pyrazole-4-carboxylic acid). Yield: 105.0%. Reaction SMILES: [OH-].[Na+].[F:3][C:4]1[CH:9]=[C:8]([C:10]2[C:11]([O:18][CH3:19])=[N:12][C:13]([CH3:17])=[CH:14][C:15]=2[CH3:16])[C:7]([F:20])=[CH:6][C:5]=1[C:21]1[N:25]([CH:26]2[CH2:31][CH2:30][O:29][CH2:28][CH2:27]2)[N:24]=[CH:23][C:22]=1[C:32]([O:34]CC)=[O:33]>C(O)C>[F:3][C:4]1[CH:9]=[C:8]([C:10]2[C:11]([O:18][CH3:19])=[N:12][C:13]([CH3:17])=[CH:14][C:15]=2[CH3:16])[C:7]([F:20])=[CH:6][C:5]=1[C:21]1[N:25]([CH:26]2[CH2:31][CH2:30][O:29][CH2:28][CH2:27]2)[N:24]=[CH:23][C:22]=1[C:32]([OH:34])=[O:33] |f:0.1|. Reported procedure: A 5 N aqueous sodium hydroxide solution (0.3 mL) was added to a solution of ethyl 5-[2,5-difluoro-4-(2-methoxy-4,6-dimethylpyridin-3-yl)phenyl]-1-(tetrahydro-2H-pyran-4-yl)-1H-pyrazole-4-carboxylate (157 mg) in ethanol (3 mL), and the mixture was stirred at 55° C. for two hours. The reaction mixture was cooled to room temperature and then concentrated under reduced pressure. The residue was partitioned by adding chloroform, 5 N hydrochloric acid and a saturated aqueous ammonium chloride solution... As a reaction SMILES: Cl[C:2]1[N:3]=[N:4][C:5]([C:8]2[CH:13]=[CH:12][C:11]([S:14]([CH3:17])(=[O:16])=[O:15])=[CH:10][CH:9]=2)=[CH:6][CH:7]=1.[N:18]1([CH:24]2[CH2:29][CH2:28][NH:27][CH2:26][CH2:25]2)[CH2:23][CH2:22][CH2:21][CH2:20][CH2:19]1>>[CH3:17][S:14]([C:11]1[CH:12]=[CH:13][C:8]([C:5]2[N:4]=[N:3][C:2]([N:27]3[CH2:28][CH2:29][CH:24]([N:18]4[CH2:23][CH2:22][CH2:21][CH2:20][CH2:19]4)[CH2:25][CH2:26]3)=[CH:7][CH:6]=2)=[CH:9][CH:10]=1)(=[O:16])=[O:15]. Procedure: The title compound was prepared by a similar procedure to that described in Example 1, starting from 3-chloro-6-(4-methanesulfonylphenyl)pyridazine and 4-(piperid-1-yl)piperidine. Reactants: ClC=1N=NC(=CC1)C1=CC=C(C=C1)S(=O)(=O)C (3-chloro-6-(4-methanesulfonylphenyl)pyridazine), N1(CCCCC1)C1CCNCC1 (4-(piperid-1-yl)piperidine). The product is CS(=O)(=O)C1=CC=C(C=C1)C1=CC=C(N=N1)N1CCC(CC1)N1CCCCC1 (1′-[6-(4-Methanesulfonylphenyl)pyridazin-3-yl]-[1,4]bipiperidinyl). Reactants: COc1ccc(Cn2c(Sc3cc4c(cc3Br)OCO4)nc3c(N)nccc32)cc1, O=C(O)C(F)(F)F. The product is Nc1nccc2[nH]c(Sc3cc4c(cc3Br)OCO4)nc12. RXN SMILES: [Br:1][c:2]1[c:3]([S:11][c:12]2[n:13]([CH2:22][c:23]3[cH:24][cH:25][c:26]([O:27][CH3:28])[cH:29][cH:30]3)[c:14]3[c:15]([c:16]([NH2:20])[n:17][cH:18][cH:19]3)[n:21]2)[cH:4][c:5]2[c:6]([cH:10]1)[O:7][CH2:8][O:9]2.[F:31][C:32]([F:33])([F:34])[C:35]([OH:36])=[O:37]>>[Br:1][c:2]1[c:3]([S:11][c:12]2[nH:13][c:14]3[c:15]([c:16]([NH2:20])[n:17][cH:18][cH:19]3)[n:21]2)[cH:4][c:5]2[c:6]([cH:10]1)[O:7][CH2:8][O:9]2. The reactants are NC1=NC=C(C(=N1)C=1OC=CC1)C=1C=CC(NC1)=O (5-[2-amino-4-(2-furyl)-5-pyrimidinyl]-1,2-dihydro-2-pyridinone), C([O-])([O-])=O.[K+].[K+] (potassium carbonate), C(CC)I (propyl iodide). Solvent: CO (methanol). Reaction conditions: temperature 50 celsius, time 17 hour. The product is NC1=NC=C(C(=N1)C=1OC=CC1)C=1C=CC(N(C1)CCC)=O (5-[2-Amino-4-(2-furyl)-5-pyrimidinyl]-1-propyl-1,2-dihydro-2-pyridinone). Isolated yield 41.2%. As a reaction SMILES: [NH2:1][C:2]1[N:7]=[C:6]([C:8]2[O:9][CH:10]=[CH:11][CH:12]=2)[C:5]([C:13]2[CH:14]=[CH:15][C:16](=[O:19])[NH:17][CH:18]=2)=[CH:4][N:3]=1.C(=O)([O-])[O-].[K+].[K+].[CH2:26](I)[CH2:27][CH3:28]>CO>[NH2:1][C:2]1[N:7]=[C:6]([C:8]2[O:9][CH:10]=[CH:11][CH:12]=2)[C:5]([C:13]2[CH:14]=[CH:15][C:16](=[O:19])[N:17]([CH2:26][CH2:27][CH3:28])[CH:18]=2)=[CH:4][N:3]=1 |f:1.2.3|. Procedure details: In a reaction vessel, 5-[2-amino-4-(2-furyl)-5-pyrimidinyl]-1,2-dihydro-2-pyridinone (100 mg, 0.393 mmol) and potassium carbonate (109 mg, 0.787 mmol) were suspended in methanol (2 ml). Then, propyl iodide (134 mg, 0.787 mmol) was added thereto, followed by stirring at 50° C. for 17 hours. After the reaction was terminated, the mixture was concentrated and suspended in dimethylsulfoxide. The insoluble matters were removed by filtration and the resulting filtrate was purified by HPLC, to give the... Starting materials: Example 32 ( 32c ), ClC1=CC=C(OC2=CC=C(C(=O)NC(C(=O)O)CC3=CC=C(C=C3)OC(F)(F)F)C=C2)C=C1 (2-{[4-(4-Chlorophenoxy)benzoyl]amino}-3-[4-(trifluoromethoxy)phenyl]propanoic acid), NCCO (2-aminoethanol). Yields the product ClC1=CC=C(OC2=CC=C(C(=O)NC(C(=O)NCCO)CC3=CC=C(C=C3)OC(F)(F)F)C=C2)C=C1 (4-(4-Chlorophenoxy)-N-{2-[(2-hydroxyethyl)amino]-2-oxo-1-[4-(trifluoromethoxy)benzyl]ethyl}benzamide). The yield is 82.6%. Reaction SMILES: [Cl:1][C:2]1[CH:33]=[CH:32][C:5]([O:6][C:7]2[CH:31]=[CH:30][C:10]([C:11]([NH:13][CH:14]([CH2:18][C:19]3[CH:24]=[CH:23][C:22]([O:25][C:26]([F:29])([F:28])[F:27])=[CH:21][CH:20]=3)[C:15]([OH:17])=O)=[O:12])=[CH:9][CH:8]=2)=[CH:4][CH:3]=1.[NH2:34][CH2:35][CH2:36][OH:37]>>[Cl:1][C:2]1[CH:3]=[CH:4][C:5]([O:6][C:7]2[CH:31]=[CH:30][C:10]([C:11]([NH:13][CH:14]([CH2:18][C:19]3[CH:20]=[CH:21][C:22]([O:25][C:26]([F:27])([F:29])[F:28])=[CH:23][CH:24]=3)[C:15]([NH:34][CH2:35][CH2:36][OH:37])=[O:17])=[O:12])=[CH:9][CH:8]=2)=[CH:32][CH:33]=1. Procedure: A reaction similar to that described in Example 32 (32c) was conducted using 2-{[4-(4-chlorophenoxy)benzoyl]amino}-3-[4-(trifluoromethoxy)phenyl]propanoic acid (467 mg, 0.973 mmol) prepared in Example 48 (48a) and 2-aminoethanol (106 μL, 1.75 mmol) to give 420 mg of the title compound (white powder, yield: 83%). Reactants: COC(CN(C)CC1=C(C=CC(=C1)Cl)OCC(=O)N1[C@@H](CN([C@H](C1)C)CC1=CC=C(C=C1)F)C)=O ([(5-chloro-2-{2-[4-(4-fluoro-benzyl)-(2R,5S)-2,5-dimethyl-piperazin-1-yl]-2-oxo-ethoxy}-benzyl)-methyl-amino]-acetic acid methyl ester), O1CCCC1 (tetrahydrofuran), O.[OH-].[Li+] (lithium hydroxide hydrate). The solvent is O (water). The product is ClC=1C=CC(=C(CN(C)CC(=O)O)C1)OCC(=O)N1[C@@H](CN([C@H](C1)C)CC1=CC=C(C=C1)F)C ([(5-Chloro-2-{2-[4-(4-fluoro-benzyl)-(2R,5S)-2,5-dimethyl-piperazin-1-yl]-2-oxo-ethoxy}-benzyl)-methyl-amino]-acetic acid). Reaction SMILES: C[O:2][C:3](=[O:35])[CH2:4][N:5]([CH2:7][C:8]1[CH:13]=[C:12]([Cl:14])[CH:11]=[CH:10][C:9]=1[O:15][CH2:16][C:17]([N:19]1[CH2:24][C@H:23]([CH3:25])[N:22]([CH2:26][C:27]2[CH:32]=[CH:31][C:30]([F:33])=[CH:29][CH:28]=2)[CH2:21][C@H:20]1[CH3:34])=[O:18])[CH3:6].O1CCCC1.O.[OH-].[Li+]>O>[Cl:14][C:12]1[CH:11]=[CH:10][C:9]([O:15][CH2:16][C:17]([N:19]2[CH2:24][C@H:23]([CH3:25])[N:22]([CH2:26][C:27]3[CH:28]=[CH:29][C:30]([F:33])=[CH:31][CH:32]=3)[CH2:21][C@H:20]2[CH3:34])=[O:18])=[C:8]([CH:13]=1)[CH2:7][N:5]([CH2:4][C:3]([OH:35])=[O:2])[CH3:6] |f:2.3.4|. Reported procedure: To a solution of [(5-chloro-2-{2-[4-(4-fluoro-benzyl)-(2R,5S)-2,5-dimethyl-piperazin-1-yl]-2-oxo-ethoxy}-benzyl)-methyl-amino]-acetic acid methyl ester (0.051 g, 0.10 mmol) in 1:1 tetrahydrofuran:water (1 ml) and lithium hydroxide hydrate (0.016 g, 0.38 mmol) was added. After 1.5 hours the reaction was concentrated and the title compound isolated by chromatography on silica gel (0.045 g, LRMS: 492.4). Starting materials: resultant solution, [C-]#N.[K+] (potassium cyanide), C([O-])([O-])=O.[K+].[K+] (potassium carbonate), N1CCOCC1 (Morpholine), COC1=CC2=C(SC(=C2)C=O)C=C1OC (5,6-dimethoxy-benzo[b]thiophene-2-carboxaldehyde), O.C1(=CC=C(C=C1)S(=O)(=O)O)C (p-toluenesulphonic acid monohydrate). Solvent: O (water), O (water), O (water), O1CCOCC1 (dioxan). The product is COC1=CC2=C(SC(=C2)C(C#N)N2CCOCC2)C=C1OC (2-(5,6-dimethoxy-benzo[b]thien-2-yl)-2-(4-morpholinyl)acetonitrile). Reaction SMILES: [NH:1]1[CH2:6][CH2:5][O:4][CH2:3][CH2:2]1.[CH3:7][O:8][C:9]1[C:19]([O:20][CH3:21])=[CH:18][C:12]2[S:13][C:14]([CH:16]=O)=[CH:15][C:11]=2[CH:10]=1.O.C1(C)C=CC(S(O)(=O)=O)=CC=1.[C-:34]#[N:35].[K+].C(=O)([O-])[O-].[K+].[K+]>O1CCOCC1.O>[CH3:7][O:8][C:9]1[C:19]([O:20][CH3:21])=[CH:18][C:12]2[S:13][C:14]([CH:16]([N:1]3[CH2:6][CH2:5][O:4][CH2:3][CH2:2]3)[C:34]#[N:35])=[CH:15][C:11]=2[CH:10]=1 |f:2.3,4.5,6.7.8|. Procedure: Morpholine (10.8 ml) was added to a stirred suspension of 5,6-dimethoxy-benzo[b]thiophene-2-carboxaldehyde (5.0 g) and p-toluenesulphonic acid monohydrate (4.3 g) in dry dioxan (43 ml) under an atmosphere of nitrogen. The mixture was heated at reflux for 30 min. and then the resultant solution was cooled to 50° C. and treated in one portion with a suspension of potassium cyanide (1.46 g) in water (2.5 ml). The reaction mixture was heated at reflux for 1 hour then cooled to room temperature and t... Procedure details: A 100 mL reaction flask is charged with 1,1,3,3-tetramethyl-1,2,3,5,6,7-hexahydro-inden-4-one (prepared as described in U.S. Pat. No. 3,927,083) (10 g, 0.05 mol), formamidine acetate (27 g, 0.26 mol), and butanol (C4H9OH) (50 mL). The reaction mixture is heated to 130° C. and stirred for 24 hours. The crude mass is washed once with aqueous sulfuric acid (H2SO4) (10%, 100 mL) followed by twice with brine (30 mL). Butanol is recovered by roto-evaporation. The crude product is further purified with... Starting materials: CC1(CC(C=2C(CCCC12)=O)(C)C)C (1,1,3,3-tetramethyl-1,2,3,5,6,7-hexahydro-inden-4-one), C(C)(=O)O.C(=N)N (formamidine acetate). As a reaction SMILES: [CH3:1][C:2]1([CH3:14])[C:10]2[CH2:9][CH2:8][CH2:7][C:6](=O)[C:5]=2[C:4]([CH3:13])([CH3:12])[CH2:3]1.[C:15](O)(=O)C.[CH:19]([NH2:21])=[NH:20]>C(O)CCC>[CH3:12][C:4]1([CH3:13])[C:5]2[C:6]3[C:7]([CH2:8][CH2:9][C:10]=2[C:2]([CH3:1])([CH3:14])[CH2:3]1)=[CH:15][N:21]=[CH:19][N:20]=3 |f:1.2|. Run at temperature 130 celsius, time 24 hour. Yields the product CC1(CC(C2=C1C1=NC=NC=C1CC2)(C)C)C (1,1,3,3-tetramethyl-2,3,4,5-tetrahydro-1H-7,9-diaza-cyclopenta[a]naphthalene). Solvent: C(CCC)O (butanol). Reactants: O=C1CCC(=NN1)C1=CC=C(C=C1)NC(CC(=O)C)=O (acetoacetic acid N-[4-(6-oxo-1,4,5,6-tetrahydropyridazin-3-yl)-phenyl]-amide), N (ammonia). Product: O=C1CCC(=NN1)C1=CC=C(C=C1)NC(\C=C(\C)/N)=O (3-Aminocrotonic acid N-[4-(6-oxo-1,4,5,6-tetrahydropyridazin-3-yl)-phenyl]-amide). Reaction SMILES: [O:1]=[C:2]1[NH:7][N:6]=[C:5]([C:8]2[CH:13]=[CH:12][C:11]([NH:14][C:15](=[O:20])[CH2:16][C:17]([CH3:19])=O)=[CH:10][CH:9]=2)[CH2:4][CH2:3]1.[NH3:21]>>[O:1]=[C:2]1[NH:7][N:6]=[C:5]([C:8]2[CH:13]=[CH:12][C:11]([NH:14][C:15](=[O:20])/[CH:16]=[C:17](\[NH2:21])/[CH3:19])=[CH:10][CH:9]=2)[CH2:4][CH2:3]1. Reported procedure: 12.5 g (45.7 mmoles) of acetoacetic acid N-[4-(6-oxo-1,4,5,6-tetrahydropyridazin-3-yl)-phenyl]-amide in 225 ml of aqueous concentrated ammonia are heated under reflux for 2 hours. After cooling, the product if filtered off with suction and washed with water until it is neutral.